From a dataset of the Open Reaction Database (ORD), a public repository of structured organic reaction records. describe an organic reaction: reactants, conditions, products, and yield The reactants are FC=1C=C(C=C(C1F)F)O (3,4,5-trifluorophenol), C(CCCCCC)[Si]1(CCC(CC1)C(=O)O)C1=CC=CC=C1 (4-n-heptyl-4-phenyl-4-silacyclohexanecarboxylic acid). The product is C(CCCCCC)[Si@@H]1CC[C@H](CC1)C(=O)OC1=CC(=C(C(=C1)F)F)F ((3,4,5-trifluorophenyl) trans-4-n-heptyl-4-silacyclohexanecarboxylate). Reaction SMILES: [F:1][C:2]1[CH:3]=[C:4]([OH:10])[CH:5]=[C:6]([F:9])[C:7]=1[F:8].[CH2:11]([Si:18]1(C2C=CC=CC=2)[CH2:23][CH2:22][CH:21]([C:24](O)=[O:25])[CH2:20][CH2:19]1)[CH2:12][CH2:13][CH2:14][CH2:15][CH2:16][CH3:17]>>[CH2:11]([Si@H:18]1[CH2:19][CH2:20][C@H:21]([C:24]([O:10][C:4]2[CH:3]=[C:2]([F:1])[C:7]([F:8])=[C:6]([F:9])[CH:5]=2)=[O:25])[CH2:22][CH2:23]1)[CH2:12][CH2:13][CH2:14][CH2:15][CH2:16][CH3:17]. Reported procedure: The general procedure of Example 3 was repeated using 3,4,5-trifluorophenol and 4-n-heptyl-4-phenyl-4-silacyclohexanecarboxylic acid, thereby obtaining the intended product.